Task: describe an organic reaction: reactants, conditions, products, and yield. Dataset: the Open Reaction Database (ORD), a public repository of structured organic reaction records The reactants are ClC1=C(C(=CC=C1)Cl)NC(=N)NC1C2(OCCO2)CCCC1 (N-(2,6-Dichlorophenyl)-N′-(1,4-dioxaspiro[4.5]dec-6-yl)guanidine), Cl (HCl). Conditions: time 5 minute. The product is Cl.ClC1=C(C(=CC=C1)Cl)NC1=NC2=C(N1)CCCC2 ((2,6-Dichlorophenyl)(4,5,6,7-tetrahydro-1H-benzoimidazol-2-yl)amine hydrochloride). The yield is 157.7%. As a reaction SMILES: [Cl:1][C:2]1[CH:7]=[CH:6][CH:5]=[C:4]([Cl:8])[C:3]=1[NH:9][C:10]([NH:12][CH:13]1[CH2:22][CH2:21][CH2:20][CH2:19][C:14]21OCCO2)=[NH:11].Cl>>[ClH:1].[Cl:8][C:4]1[CH:5]=[CH:6][CH:7]=[C:2]([Cl:1])[C:3]=1[NH:9][C:10]1[NH:11][C:14]2[CH2:19][CH2:20][CH2:21][CH2:22][C:13]=2[N:12]=1 |f:2.3|. Procedure details: N-(2,6-Dichlorophenyl)-N′-(1,4-dioxaspiro[4.5]dec-6-yl)guanidine (426 mg) was mixed with concentrated HCl (5 ml) and stirred at room temperature for 5 minutes. The resulting precipitate was filtered off and washed with concentrated hydrochloric acid. On dilution of the filtrate with water, a further precipitate separated out and was likewise filtered off. The combined precipitates afforded 311 mg of the desired compound. Reaction conditions: time 2 hour. The product is C(C)(C)(C)OC(NCCOC1=C(C(=CC=C1F)[N+](=O)[O-])F)=O ([2-(2,6-Difluoro-3-nitrophenoxy)ethyl]carbamic acid tert-butyl ester). Procedure details: To a solution of 2,6-difluoro-3-nitrophenol (248 mg, 1.416 mmol) and triphenylphosphine (558 mg, 2.127 mmol) in THF (10 mL) was added a solution of (2-hydroxyethyl)carbamic acid tert-butyl ester (274 mg, 1.70 mmol) in THF (2 mL). The mixture was cooled in an ice bath and a solution of diethyl azodicarboxylate (372 mg, 2.127 mmol) in THF (2 mL) was added over 5 min. The reaction was removed from the ice bath after 5 min and stirred at RT for 2 h, then concentrated in vacuo. The resulting residue ... Reactants: N(=NC(=O)OCC)C(=O)OCC (diethyl azodicarboxylate), FC1=C(C(=CC=C1[N+](=O)[O-])F)O (2,6-difluoro-3-nitrophenol), C1(=CC=CC=C1)P(C1=CC=CC=C1)C1=CC=CC=C1 (triphenylphosphine), C(C)(C)(C)OC(NCCO)=O ((2-hydroxyethyl)carbamic acid tert-butyl ester). Reaction SMILES: [F:1][C:2]1[C:7]([N+:8]([O-:10])=[O:9])=[CH:6][CH:5]=[C:4]([F:11])[C:3]=1[OH:12].C1(P(C2C=CC=CC=2)C2C=CC=CC=2)C=CC=CC=1.[C:32]([O:36][C:37](=[O:42])[NH:38][CH2:39][CH2:40]O)([CH3:35])([CH3:34])[CH3:33].N(C(OCC)=O)=NC(OCC)=O>C1COCC1>[C:32]([O:36][C:37](=[O:42])[NH:38][CH2:39][CH2:40][O:12][C:3]1[C:4]([F:11])=[CH:5][CH:6]=[C:7]([N+:8]([O-:10])=[O:9])[C:2]=1[F:1])([CH3:35])([CH3:34])[CH3:33]. Yield: 107.2%. Solvent: C1CCOC1 (THF), C1CCOC1 (THF), C1CCOC1 (THF). The reactants are O[C@@H](CN(C(OC(C)(C)C)=O)CCC1=CC=C(C=C1)C1=CC(=C(C=C1)C(=O)NS(=O)(=O)CCOC)SC(C)C)C1=CC=CC=C1 (tert-butyl [(2R)-2-hydroxy-2-phenylethyl][2-[3′-(isopropylthio)-4′-[[[(2-methoxyethyl)sulfonyl]amino]carbonyl]-4-biphenylyl]ethyl]carbamate), C(C)OC(C)=O.Cl (hydrogen chloride ethyl acetate). Solvent: C(C)(=O)OCC (ethyl acetate). Conditions: time 8 hour. Product: Cl.O[C@@H](CNCCC1=CC=C(C=C1)C1=CC(=C(C=C1)C(=O)NS(=O)(=O)CCOC)SC(C)C)C1=CC=CC=C1 (4′-[2-[[(2R)-2-hydroxy-2-phenylethyl]amino]ethyl]-3-(isopropylthio)-N-[(2-methoxyethyl)sulfonyl]-4-biphenylcarboxamide hydrochloride). Reaction SMILES: [OH:1][C@H:2]([C:40]1[CH:45]=[CH:44][CH:43]=[CH:42][CH:41]=1)[CH2:3][N:4]([CH2:12][CH2:13][C:14]1[CH:19]=[CH:18][C:17]([C:20]2[CH:25]=[CH:24][C:23]([C:26]([NH:28][S:29]([CH2:32][CH2:33][O:34][CH3:35])(=[O:31])=[O:30])=[O:27])=[C:22]([S:36][CH:37]([CH3:39])[CH3:38])[CH:21]=2)=[CH:16][CH:15]=1)C(=O)OC(C)(C)C.C(OC(=O)C)C.[ClH:52]>C(OCC)(=O)C>[ClH:52].[OH:1][C@H:2]([C:40]1[CH:41]=[CH:42][CH:43]=[CH:44][CH:45]=1)[CH2:3][NH:4][CH2:12][CH2:13][C:14]1[CH:15]=[CH:16][C:17]([C:20]2[CH:25]=[CH:24][C:23]([C:26]([NH:28][S:29]([CH2:32][CH2:33][O:34][CH3:35])(=[O:30])=[O:31])=[O:27])=[C:22]([S:36][CH:37]([CH3:39])[CH3:38])[CH:21]=2)=[CH:18][CH:19]=1 |f:1.2,4.5|. Reported procedure: To a solution of tert-butyl [(2R)-2-hydroxy-2-phenylethyl][2-[3′-(isopropylthio)-4′-[[[(2-methoxyethyl)sulfonyl]amino]carbonyl]-4-biphenylyl]ethyl]carbamate (3.92 g) in ethyl acetate (20 ml) was added hydrogen chloride ethyl acetate solution (4M, 20 ml) and stirred at room temperature overnight. The resulting solid was collected by filtration and dried to give 4′-[2-[[(2R)-2-hydroxy-2-phenylethyl]amino]ethyl]-3-(isopropylthio)-N-[(2-methoxyethyl)sulfonyl]-4-biphenylcarboxamide hydrochloride (3.1... Reactants: COC(=O)C1=NC=C(C=C1)N1N=C(C=C1)C(F)(F)F (5-(3-trifluoromethyl-pyrazol-1-yl)-pyridine-2-carboxylic acid methyl ester), [Li+].[OH-] (LiOH). The solvent is CO (MeOH), C1CCOC1 (THF), O (water). Run at time 22 hour. The product is FC(C1=NN(C=C1)C=1C=CC(=NC1)C(=O)O)(F)F (5-(3-trifluoromethyl-pyrazol-1-yl)-pyridine-2-carboxylic acid). Isolated yield 99.2%. Reaction SMILES: C[O:2][C:3]([C:5]1[CH:10]=[CH:9][C:8]([N:11]2[CH:15]=[CH:14][C:13]([C:16]([F:19])([F:18])[F:17])=[N:12]2)=[CH:7][N:6]=1)=[O:4].[Li+].[OH-]>CO.C1COCC1.O>[F:19][C:16]([F:17])([F:18])[C:13]1[CH:14]=[CH:15][N:11]([C:8]2[CH:9]=[CH:10][C:5]([C:3]([OH:4])=[O:2])=[N:6][CH:7]=2)[N:12]=1 |f:1.2|. Reported procedure: To a solution of 5-(3-trifluoromethyl-pyrazol-1-yl)-pyridine-2-carboxylic acid methyl ester (67 mg) in MeOH (4 ml) and THF (0.5 ml) was added a solution of LiOH (23 mg) in water (1 ml) and stirring was continued at 22° C. for 22 h. The mixture was evaporated and the residue partitioned between 1 N aqueous HCl and ethyl acetate, the organic layer was washed with water, dried and evaporated to give 5-(3-trifluoromethyl-pyrazol-1-yl)-pyridine-2-carboxylic acid (63 mg) as a white solid. MS (ESI): m/... Starting materials: O=Cc1ccc([N+](=O)[O-])o1, OCc1cccc(NO)c1. Yields the product O=[N+]([O-])c1ccc(C=[N+]([O-])c2cccc(CO)c2)o1. RXN SMILES: [N+:11](=[O:12])([O-:13])[c:14]1[cH:15][cH:16][c:17]([CH:19]=[O:20])[o:18]1.[OH:1][CH2:2][c:3]1[cH:4][c:5]([NH:9][OH:10])[cH:6][cH:7][cH:8]1>>[OH:1][CH2:2][c:3]1[cH:4][c:5]([N+:9]([O-:10])=[CH:19][c:17]2[cH:16][cH:15][c:14]([N+:11](=[O:12])[O-:13])[o:18]2)[cH:6][cH:7][cH:8]1. Starting materials: ClC(Cl)Cl, CC(O)c1cc(C=CC(=O)NC2CCc3ccccc32)ccc1-n1ccnc1. The product is CC(=O)c1cc(C=CC(=O)NC2CCc3ccccc32)ccc1-n1ccnc1. RXN SMILES: [CH:29]([Cl:30])([Cl:31])[Cl:32].[OH:1][CH:2]([CH3:3])[c:4]1[cH:5][c:6]([CH:15]=[CH:16][C:17](=[O:18])[NH:19][CH:20]2[CH2:21][CH2:22][c:23]3[cH:24][cH:25][cH:26][cH:27][c:28]32)[cH:7][cH:8][c:9]1-[n:10]1[cH:11][n:12][cH:13][cH:14]1>>[O:1]=[C:2]([CH3:3])[c:4]1[cH:5][c:6]([CH:15]=[CH:16][C:17](=[O:18])[NH:19][CH:20]2[CH2:21][CH2:22][c:23]3[cH:24][cH:25][cH:26][cH:27][c:28]32)[cH:7][cH:8][c:9]1-[n:10]1[cH:11][n:12][cH:13][cH:14]1.